From a dataset of the Open Reaction Database (ORD), a public repository of structured organic reaction records. describe an organic reaction: reactants, conditions, products, and yield Reactants: CC1=CC=C(CCl)C=C1 (p-methylbenzylchloride), [H-].[Na+] (sodium hydride), ClC1=C(C=CC(=C1)OC1=CC(=C(C=C1)Cl)Cl)O (2-chloro-4-(3,4-dichlorophenoxy)phenol), ice water. Solvent: CN(C=O)C (N,N-dimethylformamide), CN(C=O)C (N,N-dimethylformamide), CN(C=O)C (N,N-dimethylformamide). Reaction conditions: time 30 minute. Yields the product CC1=CC=C(C=C1)COC1=C(C=C(C=C1)OC1=CC(=C(C=C1)Cl)Cl)Cl (4-methyl-1-[2-chloro-4-(3,4-dichlorophenoxy)phenoxy]methylbenzene). The yield is 81.7%. As a reaction SMILES: [H-].[Na+].[Cl:3][C:4]1[CH:9]=[C:8]([O:10][C:11]2[CH:16]=[CH:15][C:14]([Cl:17])=[C:13]([Cl:18])[CH:12]=2)[CH:7]=[CH:6][C:5]=1[OH:19].[CH3:20][C:21]1[CH:28]=[CH:27][C:24]([CH2:25]Cl)=[CH:23][CH:22]=1>CN(C)C=O>[CH3:20][C:21]1[CH:28]=[CH:27][C:24]([CH2:25][O:19][C:5]2[CH:6]=[CH:7][C:8]([O:10][C:11]3[CH:16]=[CH:15][C:14]([Cl:17])=[C:13]([Cl:18])[CH:12]=3)=[CH:9][C:4]=2[Cl:3])=[CH:23][CH:22]=1 |f:0.1|. Procedure: To a solution of 0.07 g of sodium hydride (60% oil dispersion) in 10 ml of N,N-dimethylformamide, there was added dropwise a solution of 0.45 g of 2-chloro-4-(3,4-dichlorophenoxy)phenol in 3 ml of N,N-dimethylformamide with stirring and ice-cooling. After 30 minutes, a solution of 0.22 g of p-methylbenzylchloride in 5 ml of N,N-dimethylformamide was added thereto at room temperature, followed by stirring at the same temperature for 10 hours. The reaction mixture was poured into ice-water and ext... The reactants are [N+](=O)([O-])C=1C=CC(=NC1)OC=1C=C2CCC(OC2=CC1)C1=CC=CC=C1 (5-nitro-2-(2-phenylchroman-6-yloxy)pyridine), OC1=CC=C2C(CC(OC2=C1)C1=CC=CC=C1)=O (7-hydroxy-flavanone). Yields the product C1(=CC=CC=C1)C1OC2=CC(=CC=C2CC1)O (2-Phenyl-chroman-7-ol). RXN SMILES: [N+](C1C=CC(OC2C=C3C(=CC=2)OC(C2C=CC=CC=2)CC3)=NC=1)([O-])=O.[OH:27][C:28]1[CH:37]=[C:36]2[C:31]([C:32](=O)[CH2:33][CH:34]([C:38]3[CH:43]=[CH:42][CH:41]=[CH:40][CH:39]=3)[O:35]2)=[CH:30][CH:29]=1>>[C:38]1([CH:34]2[CH2:33][CH2:32][C:31]3[C:36](=[CH:37][C:28]([OH:27])=[CH:29][CH:30]=3)[O:35]2)[CH:39]=[CH:40][CH:41]=[CH:42][CH:43]=1. Procedure: 2-Phenyl-chroman-7-ol was prepared as described for 5-nitro-2-(2-phenylchroman-6-yloxy)pyridine in Example 1(a) starting from 1.0 g of 7-hydroxy-flavanone. The product was purified by column chromatography using heptane-ethyl acetate (2:1) as an eluant. 1H NMR (400 MHz, CD3OD) δ: 7.41-7.28 (m, 5H), 6.86 (d, 1H, J 8.2 Hz), 6.32 (dd, 1H, J 8.2, 2.4 Hz), 6.29 (d, 1H, J 2.4 Hz), 5.00 (dd, 1H, J 9.9, 2.4 Hz), 2.84 (m, 1H), 2.64 (m, 1H), 2.15 (m, 1H), 1.99 (m, 1H). Starting materials: [I-].[Na+] (sodium iodide), C([O-])([O-])=O.[K+].[K+] (potassium carbonate), S(=O)(=O)(OCCCNC(=O)OC(C)(C)C)C1=CC=C(C)C=C1 (3-(t-butoxycarbonylamino)propyl tosylate), COC(C1=C(C=CC(=C1)O)[N+](=O)[O-])OC (5-Hydroxy-2-nitrobenzaldehyde dimethyl acetal). Solvent: CN(C=O)C (dimethylformamide). Conditions: temperature 50 celsius, time 3 hour. The product is COC(C1=C(C=CC(=C1)OCCCNC(=O)OC(C)(C)C)[N+](=O)[O-])OC (5-[3'-(t-butoxycarbonylamino)propyloxy]-2-nitrobenzaldehyde dimethyl acetal). Isolated yield 100.1%. As a reaction SMILES: [CH3:1][O:2][CH:3]([O:14][CH3:15])[C:4]1[CH:9]=[C:8]([OH:10])[CH:7]=[CH:6][C:5]=1[N+:11]([O-:13])=[O:12].[I-].[Na+].C(=O)([O-])[O-].[K+].[K+].S(C1C=CC(C)=CC=1)(O[CH2:28][CH2:29][CH2:30][NH:31][C:32]([O:34][C:35]([CH3:38])([CH3:37])[CH3:36])=[O:33])(=O)=O>CN(C)C=O>[CH3:15][O:14][CH:3]([O:2][CH3:1])[C:4]1[CH:9]=[C:8]([O:10][CH2:28][CH2:29][CH2:30][NH:31][C:32]([O:34][C:35]([CH3:36])([CH3:38])[CH3:37])=[O:33])[CH:7]=[CH:6][C:5]=1[N+:11]([O-:13])=[O:12] |f:1.2,3.4.5|. Procedure: 5-Hydroxy-2-nitrobenzaldehyde dimethyl acetal (3.0 g) is dissolved in dry dimethylformamide (50 ml), and thereto are added sodium iodide (3.15 g), potassium carbonate (1.93 g) and 3-(t-butoxycarbonylamino)propyl tosylate (6.95 g). The mixture is stirred at 50° C. for three hours, and cooled to room temperature. The mixture is extracted with ethyl acetate, and the extract is washed with a saturated aqueous sodium chloride solution, and dried over sodium sulfate. The resultant is concentrated unde... Reactants: C(C1=CC=CC=C1)N1C(C(CC2=CC(=CN=C12)C1=CC=CC=C1)NC(OCC1=CC=CC=C1)=O)=O (Benzyl 1-benzyl-2-oxo-6-phenyl-1,2,3,4-tetrahydro-1,8-naphthyridin-3-ylcarbamate). Reagents/catalysts: [Pd] (palladium). Run in C1CCOC1 (THF), CO (MeOH). The product is NC1C(N(C2=NC=C(C=C2C1)C1=CC=CC=C1)CC1=CC=CC=C1)=O (3-Amino-1-benzyl-6-phenyl-3,4-dihydro-1,8-naphthyridin-2(1H)-one). Yield: 99.3%. As a reaction SMILES: [CH2:1]([N:8]1[C:17]2[C:12](=[CH:13][C:14]([C:18]3[CH:23]=[CH:22][CH:21]=[CH:20][CH:19]=3)=[CH:15][N:16]=2)[CH2:11][CH:10]([NH:24]C(=O)OCC2C=CC=CC=2)[C:9]1=[O:35])[C:2]1[CH:7]=[CH:6][CH:5]=[CH:4][CH:3]=1>C1COCC1.CO.[Pd]>[NH2:24][CH:10]1[CH2:11][C:12]2[C:17](=[N:16][CH:15]=[C:14]([C:18]3[CH:23]=[CH:22][CH:21]=[CH:20][CH:19]=3)[CH:13]=2)[N:8]([CH2:1][C:2]2[CH:3]=[CH:4][CH:5]=[CH:6][CH:7]=2)[C:9]1=[O:35]. Reported procedure: To a solution of 1I (170 mg, 0.367 mmol) in THF (5 mL) and MeOH (5 mL) at RT was added palladium 5% wt. on activated carbon (85 mg). The reaction mixture was stirred under a hydrogen balloon for lh. The reaction was filtered and the filtrate concentrated to give the title compound as a light yellowish oil (120 mg, 100%). LC/MS (method A): retention time=3.07 min, (M+H)+=330. The reactants are CC(C)(C)OC(=O)N1CCN(Cc2ccc3[nH]c(-c4n[nH]cc4NC(=O)c4c(F)cccc4F)nc3c2)CC1, CCOC(C)=O, CO, Cl. Product: O=C(Nc1c[nH]nc1-c1nc2cc(CN3CCNCC3)ccc2[nH]1)c1c(F)cccc1F. As a reaction SMILES: [C:1]([O:2][C:3](=[O:4])[N:8]1[CH2:9][CH2:10][N:11]([CH2:14][c:15]2[cH:16][c:17]3[c:18]([nH:19][c:20](-[c:22]4[n:23][nH:24][cH:25][c:26]4[NH:27][C:28]([c:29]4[c:30]([F:36])[cH:31][cH:32][cH:33][c:34]4[F:35])=[O:37])[n:21]3)[cH:38][cH:39]2)[CH2:12][CH2:13]1)([CH3:5])([CH3:6])[CH3:7].[CH3:41][CH2:42][O:43][C:44]([CH3:45])=[O:46].[CH3:47][OH:48].[ClH:40]>>[NH:8]1[CH2:9][CH2:10][N:11]([CH2:14][c:15]2[cH:16][c:17]3[c:18]([nH:19][c:20](-[c:22]4[n:23][nH:24][cH:25][c:26]4[NH:27][C:28]([c:29]4[c:30]([F:36])[cH:31][cH:32][cH:33][c:34]4[F:35])=[O:37])[n:21]3)[cH:38][cH:39]2)[CH2:12][CH2:13]1. Reactants: 474.6, C(C)(=O)C1=CC=CC=C1 (acetophenone), O (water), BrBr (bromine), O (water), 631.3, Br (Hydrogen bromide), [Br-] (bromide), BrBr (bromine). Solvent: CO (methanol). Run at temperature 60 celsius. The product is OCC(=O)C1=CC=CC=C1 (α-hydroxyacetophenone). Reaction SMILES: BrBr.[C:3]([C:6]1[CH:11]=[CH:10][CH:9]=[CH:8][CH:7]=1)(=[O:5])[CH3:4].Br.[Br-].[OH2:14]>CO>[OH:14][CH2:4][C:3]([C:6]1[CH:11]=[CH:10][CH:9]=[CH:8][CH:7]=1)=[O:5]. Procedure details: About 13 parts of bromine was added with stirring to a mixture of 474.6 parts of acetophenone in about 640 parts of methanol, while the mixture was stirred and maintained at a temperature between 5°-10° C. Hydrogen bromide gas was then introduced into the mixture until bromide coloration disappeared, at which point an additional amount of bromine was added over a 2 hour period to make a total of 631.3 parts. There was then added 71 parts of water while the mixture was stirred and externally cool... Reactants: [Br-], C1CCOC1, C[Mg+], CO, CCOC(C)=O, [Cl-], O=Cc1ccc(F)nc1, [NH4+], O. The product is CC(O)c1ccc(F)nc1. Reaction SMILES: [Br-:10].[CH2:17]1[O:18][CH2:19][CH2:20][CH2:21]1.[CH3:11][Mg+:12].[CH3:13][OH:14].[CH3:22][CH2:23][O:24][C:25]([CH3:26])=[O:27].[Cl-:15].[F:1][c:2]1[n:3][cH:4][c:5]([CH:6]=[O:7])[cH:8][cH:9]1.[NH4+:16].[OH2:28]>>[F:1][c:2]1[n:3][cH:4][c:5]([CH:6]([OH:7])[CH3:11])[cH:8][cH:9]1. Starting materials: [Br-], COc1ccc(C[Mg+])cc1, C1CCOC1, O=C1OC(=O)C2CCC12. Reaction SMILES: [Br-:10].[CH2:11]([c:12]1[cH:13][cH:14][c:15]([O:18][CH3:19])[cH:16][cH:17]1)[Mg+:20].[CH2:21]1[O:22][CH2:23][CH2:24][CH2:25]1.[CH:1]12[C:2](=[O:9])[O:3][C:4](=[O:8])[CH:5]1[CH2:6][CH2:7]2>>[CH:1]1([C:2]([OH:3])=[O:9])[CH:5]([C:4](=[O:8])[c:12]2[cH:13][cH:14][c:15]([O:18][CH3:19])[cH:16][cH:17]2)[CH2:6][CH2:7]1. The product is COc1ccc(C(=O)C2CCC2C(=O)O)cc1.